This data is from the Open Reaction Database (ORD), a public repository of structured organic reaction records. The task is: describe an organic reaction: reactants, conditions, products, and yield The reactants are [Br-], [Br-], [Br-], BrBr, ClC(Cl)(Cl)Cl, Cc1ccc(-c2ccccc2)c(F)c1. Yields the product Fc1cc(CBr)ccc1-c1ccccc1. RXN SMILES: [Br-:17].[Br-:18].[Br-:19].[Br:1][Br:2].[Cl:20][C:21]([Cl:22])([Cl:23])[Cl:24].[F:3][c:4]1[c:5](-[c:11]2[cH:12][cH:13][cH:14][cH:15][cH:16]2)[cH:6][cH:7][c:8]([CH3:10])[cH:9]1>>[Br:1][CH2:10][c:8]1[cH:7][cH:6][c:5](-[c:11]2[cH:12][cH:13][cH:14][cH:15][cH:16]2)[c:4]([F:3])[cH:9]1.